The task is: describe an organic reaction: reactants, conditions, products, and yield. This data is from the Open Reaction Database (ORD), a public repository of structured organic reaction records. Reaction conditions: time 10 minute. Reactants: OC1(C(=C(C2=CC=CC=C12)C1=CC2=C(C=C1)OCO2)C(=O)OCC)C2=C(C=CC=C2)OC (ethyl(1RS)-1-hydroxy-1-(2-methoxyphenyl)-3-(3,4-methylenedioxyphenyl)indene-2-carboxylate), C(C)[SiH](CC)CC (triethylsilane), Cl (HCl), B(F)(F)F.CCOCC (boron trifluoride etherate). Reported procedure: To a solution of ethyl(1RS)-1-hydroxy-1-(2-methoxyphenyl)-3-(3,4-methylenedioxyphenyl)indene-2-carboxylate (100 mg, 0.23 mmol) in CH2Cl2 (5 ml) was added triethylsilane (32 mg, 0.28 mmol), followed by boron trifluoride etherate (0.13 ml, 1.05 mmol). The reaction mixture was allowed to warm to room temperature and stirred for 10 min, at which time was added slowly 3M HCl. The mixture was extracted with EtOAc. The organic extract was washed successively with H2O, 5% aqueous NaHCO3, H2O and saturat... As a reaction SMILES: O[C:2]1([C:25]2[CH:30]=[CH:29][CH:28]=[CH:27][C:26]=2[O:31][CH3:32])[C:10]2[C:5](=[CH:6][CH:7]=[CH:8][CH:9]=2)[C:4]([C:11]2[CH:16]=[CH:15][C:14]3[O:17][CH2:18][O:19][C:13]=3[CH:12]=2)=[C:3]1[C:20]([O:22][CH2:23][CH3:24])=[O:21].C([SiH](CC)CC)C.B(F)(F)F.CCOCC.Cl>C(Cl)Cl>[CH3:32][O:31][C:26]1[CH:27]=[CH:28][CH:29]=[CH:30][C:25]=1[CH:2]1[C:10]2[C:5](=[CH:6][CH:7]=[CH:8][CH:9]=2)[C:4]([C:11]2[CH:16]=[CH:15][C:14]3[O:17][CH2:18][O:19][C:13]=3[CH:12]=2)=[C:3]1[C:20]([O:22][CH2:23][CH3:24])=[O:21] |f:2.3|. Yields the product COC1=C(C=CC=C1)C1C(=C(C2=CC=CC=C12)C1=CC2=C(C=C1)OCO2)C(=O)OCC (Ethyl(RS)-1-(2-Methoxyphenyl)-3-(3,4-methylenedioxyphenyl)indene-2-carboxylate). Run in C(Cl)Cl (CH2Cl2). The yield is 95.5%. Reaction SMILES: [Br:1][C:2]1[O:3][C:4](Br)=[CH:5][CH:6]=1.[CH:8]1C=C[CH:11]=[CH:10][CH:9]=1.C([O-])([O-])=[O:15].[Na+].[Na+]>CO.C1C=CC([P]([Pd]([P](C2C=CC=CC=2)(C2C=CC=CC=2)C2C=CC=CC=2)([P](C2C=CC=CC=2)(C2C=CC=CC=2)C2C=CC=CC=2)[P](C2C=CC=CC=2)(C2C=CC=CC=2)C2C=CC=CC=2)(C2C=CC=CC=2)C2C=CC=CC=2)=CC=1>[Br:1][C:2]1[O:3][C:4]([C:8]2[O:15][CH:11]=[CH:10][CH:9]=2)=[CH:5][CH:6]=1 |f:2.3.4,^1:25,27,46,65|. The reagents and catalysts are C=1C=CC(=CC1)[P](C=2C=CC=CC2)(C=3C=CC=CC3)[Pd]([P](C=4C=CC=CC4)(C=5C=CC=CC5)C=6C=CC=CC6)([P](C=7C=CC=CC7)(C=8C=CC=CC8)C=9C=CC=CC9)[P](C=1C=CC=CC1)(C=1C=CC=CC1)C=1C=CC=CC1 (Pd(PPh3)4). The reactants are BrC=1OC(=CC1)Br (2,5-dibromofuran), C1=CC=CC=C1 (benzene), C(=O)([O-])[O-].[Na+].[Na+] (Na2CO3), dihydroxy-2-(furyl) borane. Procedure details: In a 2-neck flask was placed 2,5-dibromofuran (18.1 g, 80 mmol) with catalyst Pd(PPh3)4 (5 mol %) and added 30 mL of benzene and 6 mL of 2 M Na2CO3 aqueous solution. The mixture was added 2.2 g (20 mmol) of dihydroxy-2-(furyl) borane dissolved in 6 mL of methanol and heated at reflux for 12 hrs. Thin layer chromatography ("TLC") showed 2 fluorescent spots. The less polar spot was identified as the desired dimer product. The mixture was extracted with ether. The combined ether extracts were dried... Product: BrC1=CC=C(O1)C=1OC=CC1 (5-bromo-2,2'-bifuran). Solvent: CO (methanol). The reactants are ClC=1C=C(C=CC1)C(C)N (1-(3-Chlorophenyl)ethanamine), FC1=C(C=CC(=C1)F)[N+](=O)[O-] (2,4-difluoronitrobenzene), C(C)(C)N(C(C)C)CC (N,N-diisopropylethylamine). Run in C(C)#N (acetonitrile). Product: ClC=1C=C(C=CC1)C(C)NC1=C(C=CC(=C1)F)[N+](=O)[O-] (N-(1-(3-Chlorophenyl)ethyl)-5-fluoro-2-nitrobenzenamine). The yield is 57.3%. RXN SMILES: [Cl:1][C:2]1[CH:3]=[C:4]([CH:8]([NH2:10])[CH3:9])[CH:5]=[CH:6][CH:7]=1.F[C:12]1[CH:17]=[C:16]([F:18])[CH:15]=[CH:14][C:13]=1[N+:19]([O-:21])=[O:20].C(N(CC)C(C)C)(C)C>C(#N)C>[Cl:1][C:2]1[CH:3]=[C:4]([CH:8]([NH:10][C:12]2[CH:17]=[C:16]([F:18])[CH:15]=[CH:14][C:13]=2[N+:19]([O-:21])=[O:20])[CH3:9])[CH:5]=[CH:6][CH:7]=1. Procedure details: 1-(3-Chlorophenyl)ethanamine (553 mg, 3.55 mmol), 2,4-difluoronitrobenzene (565 mg, 3.55 mmol) and N,N-diisopropylethylamine (918 mg, 7.10 mmol) were stirred at room temperature in dry acetonitrile (20 mL) for 6 h. The solvent was evaporated and the residue was dissolved in dichloromethane and washed with water. The dichloromethane was evaporated to collect the title compound (600 mg, 57% yield). 1H NMR (400 MHz, CDCl3): δ 8.49 (s, 1H), 8.23 (m, 1H), 7.04 (m, 4H), 6.36 (t, 1H), 6.22 (d, 1H), 4.5... Reactants: C1(CCC1)NS(=O)(=O)C=1C=C2C(CC(NC2=CC1)C1=CC(=CC(=C1)F)Br)(C)C (2-(3-bromo-5-fluoro-phenyl)-4,4-dimethyl-1,2,3,4-tetrahydro-quinoline-6-sulfonic acid cyclobutylamide), Cl.CN(CC(=O)O)C (N,N-dimethylglycine hydrochloride), N1CCOCC1 (morpholine), C([O-])([O-])=O.[K+].[K+] (potassium carbonate). Reagents/catalysts: [Cu]I (copper(I) iodide). The solvent is CS(=O)C (dimethyl sulfoxide). The product is C1(CCC1)NS(=O)(=O)C=1C=C2C(CC(NC2=CC1)C1=CC(=CC(=C1)N1CCOCC1)F)(C)C (2-(3-fluoro-5-morpholin-4-yl-phenyl)-4,4-dimethyl-1,2,3,4-tetrahydro-quinoline-6-sulfonic acid cyclobutylamide). The yield is 39.9%. Reaction SMILES: [CH:1]1([NH:5][S:6]([C:9]2[CH:10]=[C:11]3[C:16](=[CH:17][CH:18]=2)[NH:15][CH:14]([C:19]2[CH:24]=[C:23]([F:25])[CH:22]=[C:21](Br)[CH:20]=2)[CH2:13][C:12]3([CH3:28])[CH3:27])(=[O:8])=[O:7])[CH2:4][CH2:3][CH2:2]1.Cl.CN(C)CC(O)=O.[NH:37]1[CH2:42][CH2:41][O:40][CH2:39][CH2:38]1.C(=O)([O-])[O-].[K+].[K+]>CS(C)=O.[Cu]I>[CH:1]1([NH:5][S:6]([C:9]2[CH:10]=[C:11]3[C:16](=[CH:17][CH:18]=2)[NH:15][CH:14]([C:19]2[CH:20]=[C:21]([N:37]4[CH2:42][CH2:41][O:40][CH2:39][CH2:38]4)[CH:22]=[C:23]([F:25])[CH:24]=2)[CH2:13][C:12]3([CH3:28])[CH3:27])(=[O:8])=[O:7])[CH2:4][CH2:3][CH2:2]1 |f:1.2,4.5.6|. Procedure: The mixture solution of 2-(3-bromo-5-fluoro-phenyl)-4,4-dimethyl-1,2,3,4-tetrahydro-quinoline-6-sulfonic acid cyclobutylamide (158.4 mg, 0.34 mmol), copper(I) iodide (20.0 mg, 0.1 mmol), N,N-dimethylglycine hydrochloride (37.5 mg, 0.27 mmol), morpholine (0.78 mL, 9.0 mmol) and potassium carbonate (140.0 mg, 1.0 mmol) in dimethyl sulfoxide (2.0 mL) was stirred at 120° C. for 16 h. Then the reaction mixture was cooled to room temperature and extracted with ethyl acetate (70 mL×2), washed with wate... Reactants: CCO, Cn1ccccc1=S, Cc1ccc(CCl)cc1C. Product: Cc1ccc(CSc2cccc[n+]2C)cc1C, [Cl-]. RXN SMILES: [CH3:19][CH2:20][OH:21].[CH3:1][n:2]1[c:3](=[S:8])[cH:4][cH:5][cH:6][cH:7]1.[CH3:9][c:10]1[cH:11][c:12]([CH2:13][Cl:14])[cH:15][cH:16][c:17]1[CH3:18]>>[CH3:1][n+:2]1[c:3]([S:8][CH2:13][c:12]2[cH:11][c:10]([CH3:9])[c:17]([CH3:18])[cH:16][cH:15]2)[cH:4][cH:5][cH:6][cH:7]1.[Cl-:14]. As a reaction SMILES: [CH2:75]([O:76][CH2:77][CH3:78])[CH3:79].[CH3:68][C:69](=[O:70])[OH:71].[CH3:72][C:73]#[N:74].[Cl:1][c:2]1[cH:3][c:4]([CH2:8][NH:9][C:10]([c:11]2[cH:12][cH:13][c:14]3[c:31]([cH:32]2)[N:22]([CH:23]([CH3:24])[CH2:25][N:26]2[CH2:27][CH2:28][CH2:29][CH2:30]2)[c:17]2[c:16]([cH:21][cH:20][cH:19][cH:18]2)[S:15]3)=[S:33])[cH:5][cH:6][cH:7]1.[Cl:34][c:35]1[cH:36][c:37]([CH2:38][NH:39][C:40](=[O:41])[c:42]2[cH:43][c:44]3[c:53]([cH:54][cH:55]2)[S:52][c:51]2[c:46]([cH:47][cH:48][cH:49][cH:50]2)[N:45]3[CH:56]([CH2:57][N:58]2[CH2:59][CH2:60][CH2:61][CH2:62]2)[CH3:63])[cH:64][cH:65][cH:66]1.[ClH:67]>>[Cl:34][c:35]1[cH:36][c:37]([CH2:38][NH:39][C:40](=[O:41])[c:42]2[cH:43][c:44]3[c:53]([cH:54][cH:55]2)[S:52][c:51]2[c:46]([cH:47][cH:48][cH:49][cH:50]2)[N:45]3[CH:56]([CH2:57][N:58]2[CH2:59][CH2:60][CH2:61][CH2:62]2)[CH3:63])[cH:64][cH:65][cH:66]1.[ClH:1]. Yields the product CC(CN1CCCC1)N1c2ccccc2Sc2ccc(C(=O)NCc3cccc(Cl)c3)cc21, Cl. Starting materials: CCOCC, CC(=O)O, CC#N, CC(CN1CCCC1)N1c2ccccc2Sc2ccc(C(=S)NCc3cccc(Cl)c3)cc21, CC(CN1CCCC1)N1c2ccccc2Sc2ccc(C(=O)NCc3cccc(Cl)c3)cc21, Cl.